From a dataset of the Open Reaction Database (ORD), a public repository of structured organic reaction records. describe an organic reaction: reactants, conditions, products, and yield Starting materials: NC1=C(C#N)C=C(C=C1)F (2-amino-5-fluorobenzonitrile), ClN1C(CCC1=O)=O (N-chlorosuccinimide), resultant mixture. Run in C(C)#N (acetonitrile). Conditions: temperature 80 celsius. The product is NC1=C(C#N)C=C(C=C1Cl)F (2-Amino-3-Chloro-5-fluorobenzonitrile). Yield: 51.2%. RXN SMILES: [NH2:1][C:2]1[CH:9]=[CH:8][C:7]([F:10])=[CH:6][C:3]=1[C:4]#[N:5].[Cl:11]N1C(=O)CCC1=O>C(#N)C>[NH2:1][C:2]1[C:9]([Cl:11])=[CH:8][C:7]([F:10])=[CH:6][C:3]=1[C:4]#[N:5]. Procedure: To a solution of 2-amino-5-fluorobenzonitrile (15.0 g, 110 mmol) in anhydrous acetonitrile (300 mL) was added N-chlorosuccinimide (16.0 g, 120 mmol) portionwise. The reaction mixture was heated at 80° C. for 18 hours under nitrogen. The resultant mixture was allowed to cool, concentrated under reduced pressure and then partitioned between EtOAc and water. The aqueous layer was extracted with ethyl acetate and the combined organic extracts were dried, filtered and concentrated under reduced press... Reactants: C(C)NC(NC1=CC=C(C=C1)C=1N=C(C2=C(N1)C(N(CC2)C(=O)OC(C)(C)C)(C)C)N2[C@H](COCC2)C)=O ((S)-tert-butyl 2-(4-(3-ethylureido)phenyl)-8,8-dimethyl-4-(3-methylmorpholino)-5,6-dihydropyrido[3,4-d]pyrimidine-7(8H)-carboxylate), C(Cl)Cl (Methylene chloride), FC(C(=O)O)(F)F (Trifluoroacetic Acid). Reaction conditions: time 1 hour. Yields the product CC1(NCCC2=C1N=C(N=C2N2[C@H](COCC2)C)C2=CC=C(C=C2)NC(=O)NCC)C ((S)-1-(4-(8,8-dimethyl-4-(3-methylmorpholino)-5,6,7,8-tetrahydropyrido[3,4-d]pyrimidin-2-yl)phenyl)-3-ethylurea). As a reaction SMILES: [CH2:1]([NH:3][C:4](=[O:38])[NH:5][C:6]1[CH:11]=[CH:10][C:9]([C:12]2[N:13]=[C:14]([N:31]3[CH2:36][CH2:35][O:34][CH2:33][C@@H:32]3[CH3:37])[C:15]3[CH2:21][CH2:20][N:19](C(OC(C)(C)C)=O)[C:18]([CH3:30])([CH3:29])[C:16]=3[N:17]=2)=[CH:8][CH:7]=1)[CH3:2].C(Cl)Cl.FC(F)(F)C(O)=O>>[CH3:30][C:18]1([CH3:29])[C:16]2[N:17]=[C:12]([C:9]3[CH:10]=[CH:11][C:6]([NH:5][C:4]([NH:3][CH2:1][CH3:2])=[O:38])=[CH:7][CH:8]=3)[N:13]=[C:14]([N:31]3[CH2:36][CH2:35][O:34][CH2:33][C@@H:32]3[CH3:37])[C:15]=2[CH2:21][CH2:20][NH:19]1. Procedure: Step 2—Synthesis of compound wa: (S)-tert-butyl 2-(4-(3-ethylureido)phenyl)-8,8-dimethyl-4-(3-methylmorpholino)-5,6-dihydropyrido[3,4-d]pyrimidine-7(8H)-carboxylate (0.0861 g, 0.000164 mol) in Methylene chloride (2.00 mL, 0.0312 mol) was added Trifluoroacetic Acid (0.38 mL, 0.0049 mol). The reaction mixture was stirred for 1 hour. The reaction mixture was concentrated, diluted with sat NaHCO3, extracted three times with 10% MeOH in dichloromethane, dried over Magnesium sulfate, filtered, concent...